From a dataset of the Open Reaction Database (ORD), a public repository of structured organic reaction records. describe an organic reaction: reactants, conditions, products, and yield Reactants: [H-].[Na+] (NaH), CN1N=C2N(C(N(C(C2=C1C)=O)C)=O)C (2,3,5,7-Tetramethyl-2H-pyrazolo[3,4-d]pyrimidine-4,6(5H,7H)-dione), BrCC(=O)NC=1SC=C(N1)C1=CC(=C(C=C1)C(F)(F)F)F (2-bromo-N-{4-[3-fluoro-4-trifluoromethylphenyl]-1,3-thiazol-2-yl}acetamide). The solvent is CN(C)C=O (DMF). Yields the product FC=1C=C(C=CC1C(F)(F)F)C=1N=C(SC1)NC(CN1C(=CC=2N(C(N(C(C21)=O)C)=O)C)C)=O (N-[4-(3-Fluoro-4-trifluoromethylphenyl)-1,3-thiazol-2-yl]-2-(1,3,6-trimethyl-2,4-dioxo-1,2,3,4-tetrahydro-5H-pyrrolo[3,2-d]pyrimidin-5-yl)acetamide), product. As a reaction SMILES: CN1C(C)=[C:9]2[C:4]([N:5]([CH3:15])[C:6](=[O:14])[N:7]([CH3:13])[C:8]2=[O:12])=N1.Br[CH2:17][C:18]([NH:20][C:21]1[S:22][CH:23]=[C:24]([C:26]2[CH:31]=[CH:30][C:29]([C:32]([F:35])([F:34])[F:33])=[C:28]([F:36])[CH:27]=2)[N:25]=1)=[O:19].[H-].[Na+]>CN(C=O)C>[F:36][C:28]1[CH:27]=[C:26]([C:24]2[N:25]=[C:21]([NH:20][C:18](=[O:19])[CH2:17][N:25]3[C:9]4[C:8](=[O:12])[N:7]([CH3:13])[C:6](=[O:14])[N:5]([CH3:15])[C:4]=4[CH:23]=[C:24]3[CH3:26])[S:22][CH:23]=2)[CH:31]=[CH:30][C:29]=1[C:32]([F:35])([F:34])[F:33] |f:2.3|. Reported procedure: The title compound was prepared according to the general procedure (Method A) by coupling Intermediate 2 (45 mg, 0.232 mmol) with 2-bromo-N-{4-[3-fluoro-4-trifluoromethylphenyl]-1,3-thiazol-2-yl}acetamide (107 mg, 0.279 mmol) in the presence of NaH (13 mg, 0.555 mmol) in dry DMF (5.0 mL) to give 35 mg of the product as an off-white solid; 1H NMR (δ ppm, 300 MHz, DMSO-d6) 2.27 (s, 3H), 3.17 (s, 3H), 3.36 (s, 3H), 5.34 (s, 2H), 6.07 (s, 1H), 7.85-7.91 (m, 1H), 7.94-8.05 (m, 3H), 12.82 (br s, 1H); ... Starting materials: COC(=O)C=1C=C2C(=NNC2=CC1)COC1OCCCC1 (3-(Tetrahydro-pyran-2-yloxymethyl)-1H-indazole-5-carboxylic acid methyl ester), [H-].[Al+3].[Li+].[H-].[H-].[H-] (lithium aluminium hydride). Run in C(C)(=O)OCC (ethyl acetate), C1CCOC1 (THF). Conditions: temperature -10 celsius, time 1 hour. Product: O1C(CCCC1)OCC1=NNC2=CC=C(C=C12)CO ([3-(tetrahydro-pyran-2-yloxymethyl)-1H-indazol-5-yl]-methanol). As a reaction SMILES: C[O:2][C:3]([C:5]1[CH:6]=[C:7]2[C:11](=[CH:12][CH:13]=1)[NH:10][N:9]=[C:8]2[CH2:14][O:15][CH:16]1[CH2:21][CH2:20][CH2:19][CH2:18][O:17]1)=O.[H-].[Al+3].[Li+].[H-].[H-].[H-]>C1COCC1.C(OCC)(=O)C>[O:17]1[CH2:18][CH2:19][CH2:20][CH2:21][CH:16]1[O:15][CH2:14][C:8]1[C:7]2[C:11](=[CH:12][CH:13]=[C:5]([CH2:3][OH:2])[CH:6]=2)[NH:10][N:9]=1 |f:1.2.3.4.5.6|. Procedure details: 3-(Tetrahydro-pyran-2-yloxymethyl)-1H-indazole-5-carboxylic acid methyl ester (0.53 g crude, approximately 1.55 mmol) was taken in anhydrous THF (20 mL) and cooled to −10° C. A solution of lithium aluminium hydride (1.0 M solution in THF, 0.12 g, 3.10 mmol) was added drop-wise at −10° C. over a period of 15 minutes under nitrogen. Stirring continued at −10° C. for 1 hour and the reaction was then allowed to warm to room temperature and stirring continued at room temperature for 16 hours. The rea...